Dataset: the Open Reaction Database (ORD), a public repository of structured organic reaction records. Task: describe an organic reaction: reactants, conditions, products, and yield Starting materials: O[C@@H]1CN(CC1)C1CCN(CC1)C(=O)OC(C)(C)C ((S)-tert-butyl 4-(3-hydroxypyrrolidin-1-yl)piperidine-1-carboxylate), Cl (HCl). The solvent is O1CCOCC1 (Dioxane). Reaction conditions: time 3 hour. Yields the product Cl.N1CCC(CC1)N1C[C@H](CC1)O ((S)-1-(piperidin-4-yl)pyrrolidin-3-ol hydrochloride). Reaction SMILES: [OH:1][C@H:2]1[CH2:6][CH2:5][N:4]([CH:7]2[CH2:12][CH2:11][N:10](C(OC(C)(C)C)=O)[CH2:9][CH2:8]2)[CH2:3]1.[ClH:20]>O1CCOCC1>[ClH:20].[NH:10]1[CH2:11][CH2:12][CH:7]([N:4]2[CH2:5][CH2:6][C@H:2]([OH:1])[CH2:3]2)[CH2:8][CH2:9]1 |f:3.4|. Procedure: (S)-tert-butyl 4-(3-hydroxypyrrolidin-1-yl)piperidine-1-carboxylate (200 mg, 0.73 mmol) was added to a solution of 4M HCl in Dioxane (4 mL) at 0-5° C. and stirring was continued at 20-35° C. for 3 h. The reaction mixture was concentrated under reduced pressure to afford the crude product. The crude product was purified by washing with diethyl ether to afford 80 mg of the title compound. The reactants are BrC1=CC=2C3=C(N(C2C=N1)COCC[Si](C)(C)C)N=CC(=C3)I (6-bromo-3-iodo-9-((2-(trimethylsilyl)ethoxy)methyl)-9H-dipyrido[2,3-b;4′,3′-d]pyrrole), C(C)(C)[Mg]Cl (isopropylmagnesium chloride). Solvent: O1CCCC1 (tetrahydrofuran). Reaction conditions: time 1.5 hour. The product is BrC1=CC=2C3=C(N(C2C=N1)COCC[Si](C)(C)C)N=CC=C3 (6-Bromo-9-((2-(trimethylsilyl)ethoxy)methyl)-9H-dipyrido[2,3-b;4′,3′-d]pyrrole). RXN SMILES: [Br:1][C:2]1[N:10]=[CH:9][C:8]2[N:7]([CH2:11][O:12][CH2:13][CH2:14][Si:15]([CH3:18])([CH3:17])[CH3:16])[C:6]3[N:19]=[CH:20][C:21](I)=[CH:22][C:5]=3[C:4]=2[CH:3]=1.C([Mg]Cl)(C)C>O1CCCC1>[Br:1][C:2]1[N:10]=[CH:9][C:8]2[N:7]([CH2:11][O:12][CH2:13][CH2:14][Si:15]([CH3:17])([CH3:18])[CH3:16])[C:6]3[N:19]=[CH:20][CH:21]=[CH:22][C:5]=3[C:4]=2[CH:3]=1. Procedure details: A solution of 6-bromo-3-iodo-9-((2-(trimethylsilyl)ethoxy)methyl)-9H-dipyrido[2,3-b;4′,3′-d]pyrrole (3.0 g, 5.95 mmol) in tetrahydrofuran (40 mL) was cooled at −78° C. To this was added isopropylmagnesium chloride (2.0N solution in tetrahydrofuran, 3.12 mL, 6.2 mmol) dropwise over five minutes. The reaction mixture was stirred at this temperature for 1.5 hours and then quenched with saturated aqueous ammonium chloride solution (1 mL). The reaction mixture was then diluted with 25 mL water and ex... The reactants are FC1=CC=C(C=C1)C(=C(C=CC1CC(OC2(O1)CCCCC2)CC(=O)O)C2=NN=NN2C)C2=CC=C(C=C2)F (4-[4,4-bis(4-fluorophenyl)-3-(1-methyl-1H-tetrazol-5-yl)-1,3-butadienyl]-1,5-dioxaspiro[5.5]undecane-2-acetic acid). Run in C1CCOC1 (THF). Reaction conditions: time 26 hour. Product: FC1=CC=C(C=C1)C(=C(C=C[C@H]1C[C@@H](CC(O1)=O)O)C1=NN=NN1C)C1=CC=C(C=C1)F (Trans-6-[4,4-bis(4-fluorophenyl)-3-(1-methyl-1H-tetrazol-5-yl)-1,3-butadienyl]-tetrahydro-4-hydroxy-2H-pyran-2-one). Yield: 16.7%. As a reaction SMILES: [F:1][C:2]1[CH:7]=[CH:6][C:5]([C:8]([C:33]2[CH:38]=[CH:37][C:36]([F:39])=[CH:35][CH:34]=2)=[C:9]([C:27]2[N:31]([CH3:32])[N:30]=[N:29][N:28]=2)[CH:10]=[CH:11][CH:12]2OC3(CCCCC3)[O:15][CH:14]([CH2:23][C:24]([OH:26])=[O:25])[CH2:13]2)=[CH:4][CH:3]=1>C1COCC1>[F:39][C:36]1[CH:37]=[CH:38][C:33]([C:8]([C:5]2[CH:4]=[CH:3][C:2]([F:1])=[CH:7][CH:6]=2)=[C:9]([C:27]2[N:31]([CH3:32])[N:30]=[N:29][N:28]=2)[CH:10]=[CH:11][C@@H:12]2[O:26][C:24](=[O:25])[CH2:23][C@@H:14]([OH:15])[CH2:13]2)=[CH:34][CH:35]=1. Procedure details: A mixture of 4-[4,4-bis(4-fluorophenyl)-3-(1-methyl-1H-tetrazol-5-yl)-1,3-butadienyl]-1,5-dioxaspiro[5.5]undecane-2-acetic acid (280 mg, 0.52 mmol) in 20 mL of THF/0.5N HCl (1:1) was allowed to stand at ambient temperature for 26 hours. The solution was partitioned between brine and ethyl acetate. The organic layer was washed with brine (2x), dried (Na2SO4) and concentrated. The resultant foam (126 mg) was dissolved in dry methylene chloride (10 mL) and treated with 1-cyclohexyl-3-(2-morpholinom... The reactants are ClC=1N=C(C2=C(N1)C(=C(S2)C=O)C)N2CCOCC2 (2-chloro-7-methyl-4-morpholinothieno[3,2-d]pyrimidine-6-carbaldehyde), COC(OC)OC (trimethylorthoformate), B.C(C)C=1C=CC(=NC1)C (5-Ethyl-2-methylpyridine borane), C(C(=O)O)(=O)O.O[C@H](C(=O)N1CCNCC1)C ((S)-2-hydroxy-1-(piperazin-1-yl)propan-1-one oxalate), CN1CCOCC1 (N-methyl morpholine). Run in CO (methanol). Run at temperature 57.5 celsius, time 4 hour. Product: ClC=1N=C(C2=C(N1)C(=C(S2)CN2CCN(CC2)C([C@H](C)O)=O)C)N2CCOCC2 ((S)-1-(4-((2-chloro-7-methyl-4-morpholinothieno[3,2-d]pyrimidin-6-yl)methyl)piperazin-1-yl)-2-hydroxypropan-1-one). Yield: 81.0%. RXN SMILES: [Cl:1][C:2]1[N:3]=[C:4]([N:14]2[CH2:19][CH2:18][O:17][CH2:16][CH2:15]2)[C:5]2[S:10][C:9]([CH:11]=O)=[C:8]([CH3:13])[C:6]=2[N:7]=1.C(O)(=O)C(O)=O.[OH:26][C@@H:27]([CH3:36])[C:28]([N:30]1[CH2:35][CH2:34][NH:33][CH2:32][CH2:31]1)=[O:29].CN1CCOCC1.COC(OC)OC.B.C(C1C=CC(C)=NC=1)C>CO>[Cl:1][C:2]1[N:3]=[C:4]([N:14]2[CH2:19][CH2:18][O:17][CH2:16][CH2:15]2)[C:5]2[S:10][C:9]([CH2:11][N:33]3[CH2:32][CH2:31][N:30]([C:28](=[O:29])[C@@H:27]([OH:26])[CH3:36])[CH2:35][CH2:34]3)=[C:8]([CH3:13])[C:6]=2[N:7]=1 |f:1.2,5.6|. Reported procedure: 2-Chloro-7-methyl-4-morpholinothieno[3,2-d]pyrimidine-6-carbaldehyde IV (15.0 g, 50 mmol) was charged to a suitably sized reactor, followed by methanol (306 mL), (S)-2-hydroxy-1-(piperazin-1-yl)propan-1-one oxalate V (18.8 g, 75 mmol), N-methyl morpholine (10.2 g, 100 mmol) and trimethylorthoformate (53.1 g, 500 mmol). The slurry was heated to 55-60° C. and stirred for 4 hrs. 5-Ethyl-2-methylpyridine borane (8.7 g, 60.0 mmol) were slowly added and the solution was stirred for 2 h. The reaction m... Starting materials: C(C)OC(=O)C=1NN=C(C1Cl)CCC (4-Chloro-5-Propyl-2H-pyrazole-3-carboxylic acid ethyl ester), CN(C)C=O (DMF), C(=O)([O-])[O-].[K+].[K+] (K2CO3), ClCC(=O)N1CCN(CC1)C1=CC=C(C=C1)F (2-Chloro-1-[4-(4-fluoro-phenyl)-piperazin-1-yl]-ethanone). Run in CCCCCC.C(C)(=O)OCC (hexane ethyl acetate). Yields the product C(C)OC(=O)C=1N(N=C(C1Cl)CCC)CC(=O)N1CCN(CC1)C1=CC=C(C=C1)F (2-{2-[4-(4-Fluoro-phenyl)-piperazin-1-yl]-2-oxo-ethyl}-4-chloro-5-propyl-2H-pyrazole-3-carboxylic acid ethyl ester). RXN SMILES: [CH2:1]([O:3][C:4]([C:6]1[NH:7][N:8]=[C:9]([CH2:12][CH2:13][CH3:14])[C:10]=1[Cl:11])=[O:5])[CH3:2].C([O-])([O-])=O.[K+].[K+].Cl[CH2:22][C:23]([N:25]1[CH2:30][CH2:29][N:28]([C:31]2[CH:36]=[CH:35][C:34]([F:37])=[CH:33][CH:32]=2)[CH2:27][CH2:26]1)=[O:24].CN(C=O)C>CCCCCC.C(OCC)(=O)C>[CH2:1]([O:3][C:4]([C:6]1[N:7]([CH2:22][C:23]([N:25]2[CH2:26][CH2:27][N:28]([C:31]3[CH:36]=[CH:35][C:34]([F:37])=[CH:33][CH:32]=3)[CH2:29][CH2:30]2)=[O:24])[N:8]=[C:9]([CH2:12][CH2:13][CH3:14])[C:10]=1[Cl:11])=[O:5])[CH3:2] |f:1.2.3,6.7|. Procedure details: Protocol T was followed using 4-Chloro-5-Propyl-2H-pyrazole-3-carboxylic acid ethyl ester, K2CO3, 2-Chloro-1-[4-(4-fluoro-phenyl)-piperazin-1-yl]-ethanone and DMF. Column chromatography using a solvent mixture (hexane/ethyl acetate=3/7) afforded the title compound as a white solid. 1H NMR (400 MHz, CDCl3): 6.94-7.0 (m, 2H), 6.82-6.90 (dd, 2H), 5.0 (s, 2H), 4.36-4.40 (q, 2H), 3.62-3.82 (m, 4H), 3.04-3.18 (m, 4H), 2.58-2.66 (t, 2H), 1.64-1.76 (m, 2H), 1.34-1.38 (t, 3H), 0.94-1.0 (t, 3H). 13C NMR (...